The task is: describe an organic reaction: reactants, conditions, products, and yield. This data is from the Open Reaction Database (ORD), a public repository of structured organic reaction records. Starting materials: quartz, O.N (ammonia water), CC=1C=CC=CC1C (o-xylene), O=O (oxygen), N (ammonia). Reagents/catalysts: catalyst. Conditions: temperature 470 celsius. Yields the product C1=CC=C(C(=C1)C#N)C#N (o-phthalodinitrile). RXN SMILES: O=O.[NH3:3].O.[NH3:5].[CH3:6][C:7]1[CH:8]=[CH:9][CH:10]=[CH:11][C:12]=1[CH3:13]>>[CH:10]1[CH:11]=[C:12]([C:13]#[N:3])[C:7]([C:6]#[N:5])=[CH:8][CH:9]=1 |f:2.3|. Reported procedure: 750 ml of a catalyst having a particle size of from 0.05 to 0.3 mm are introduced into a quartz reactor which has a diameter of 60 mm and a length of 1000 mm and is provided with an external heater and a quartz frit for uniformly distributing the reaction gas. The catalyst is composed of 5.0% by weight of V2O5, 5.9% by weight of Sb2O3 0.24% by weight of K2O, 0.56% by weight of BaO and 88.3% by weight of γ-Al2O3. The reactor is heated to 470° C. and a gas mixture consisting of 3.25% by volume of ... Yields the product CC=1C=C(C=C(C1)C)NC(=O)N1C(C2=C(C=3C(N(C=CC3)C)=N2)C2(C1)CC2)C2=CC(=CC=C2)F (N-(3,5-dimethylphenyl)-8′-(3-fluorophenyl)-1′-methyl-1′,8′-dihydrospiro[cyclopropane-1,5′-pyrido[4′,3′:4,5]pyrrolo[2,3-b]pyridine]-7′(6′H)-carboxamide). RXN SMILES: [CH3:1][C:2]1[CH:3]=[C:4]([NH:9][C:10]([N:12]2[CH2:24][C:23]3([CH2:26][CH2:25]3)[C:15]3[C:16]4[C:17](=[N:22][C:14]=3[CH:13]2[C:27]2[CH:32]=[CH:31][CH:30]=[C:29]([F:33])[CH:28]=2)[NH:18][CH:19]=[CH:20][CH:21]=4)=[O:11])[CH:5]=[C:6]([CH3:8])[CH:7]=1.[C:34]1(C)C=CC(S(OC)(=O)=O)=CC=1.C(=O)([O-])[O-].[Na+].[Na+]>C1(C)C=CC=CC=1>[CH3:8][C:6]1[CH:5]=[C:4]([NH:9][C:10]([N:12]2[CH2:24][C:23]3([CH2:26][CH2:25]3)[C:15]3[C:16]4[C:17](=[N:22][C:14]=3[CH:13]2[C:27]2[CH:32]=[CH:31][CH:30]=[C:29]([F:33])[CH:28]=2)[N:18]([CH3:34])[CH:19]=[CH:20][CH:21]=4)=[O:11])[CH:3]=[C:2]([CH3:1])[CH:7]=1 |f:2.3.4|. Reported procedure: The compound (188 mg) prepared in Example 15 was suspended in toluene (8 mL) and methyl p-toluenesulfonate (0.32 mL) was added, followed by refluxing for 2 hours. After the reaction solution was air-cooled, an aqueous saturated sodium carbonate solution was added, followed by extraction with ethyl acetate. The organic layer was washed with saturated saline, dried over anhydrous sodium sulfate and then concentrated. The residue was purified by silica gel column chromatography (hexane:ethyl acetat... The reactants are CC=1C=C(C=C(C1)C)NC(=O)N1C(C2=C(C=3C(NC=CC3)=N2)C2(C1)CC2)C2=CC(=CC=C2)F (N-(3,5-dimethylphenyl)-8′-(3-fluorophenyl)-1′,8′-dihydrospiro[cyclopropane-1,5′-pyrido[4′,3′:4,5]pyrrolo[2,3-b]pyridine]-7′(6′H)-carboxamide), C1(=CC=C(C=C1)S(=O)(=O)OC)C (methyl p-toluenesulfonate), C([O-])([O-])=O.[Na+].[Na+] (sodium carbonate). Solvent: C1(=CC=CC=C1)C (toluene). Starting materials: C(C)(C)(C)C1=NC2=CC=NC(=C2C=C1)Cl (2-tert-butyl-5-chloro-1,6-naphthyridine), [Cl-].[NH4+] (ammonium chloride), O (water). Run in S1(=O)(=O)CCCC1 (sulfolane). Run at temperature 200 celsius, time 20 hour. The product is C(C)(C)(C)C1=NC2=CC=NC(=C2C=C1)N (2-tert-butyl-5-amino-1,6-naphthyridine). As a reaction SMILES: [C:1]([C:5]1[CH:14]=[CH:13][C:12]2[C:7](=[CH:8][CH:9]=[N:10][C:11]=2Cl)[N:6]=1)([CH3:4])([CH3:3])[CH3:2].[Cl-].[NH4+:17].O>S1(CCCC1)(=O)=O>[C:1]([C:5]1[CH:14]=[CH:13][C:12]2[C:7](=[CH:8][CH:9]=[N:10][C:11]=2[NH2:17])[N:6]=1)([CH3:4])([CH3:3])[CH3:2] |f:1.2|. Procedure: A mixture of 22.1 g (100 mmol) of 2-tert-butyl-5-chloro-1,6-naphthyridine (S36), 32.1 g (600 mmol) of ammonium chloride in 100 ml of sulfolane is stirred at 200° C. for 20 h. 300 ml of water are added to the cooled mixture, which is then stirred at room temperature for 2 h. The solid is filtered off with suction, washed twice with 50 ml of water each time and subsequently suspended in a mixture of 50 ml of methanol and 150 ml of conc. ammonia solution. The suspension is stirred at room temperatu... The reactants are C(C)OC(=O)C1(CC1)C1=CC=C(C=C1)C1=CC=C(C=C1)C1=C(C(=NO1)C)NC1=CC(=CC=C1)Br (1-{4′-[4-(3-bromo-phenylamino)-3-methyl-isoxazol-5-yl]-biphenyl-4-yl}-cyclopropanecarboxylic acid ethyl ester), CN(C)CC1=C(C=CC=C1)B(O)O (2-(N,N-dimethylaminomethyl)-phenylboronic acid). Yields the product C(C)OC(=O)C1(CC1)C1=CC=C(C=C1)C1=CC=C(C=C1)C1=C(C(=NO1)C)NC=1C=C(C=CC1)C1=C(C=CC=C1)CN(C)C (1-{4′-[4-(2′-Dimethylaminomethyl-biphenyl-3-ylamino)-3-methyl-isoxazol-5-yl]-biphenyl-4-yl}-cyclopropanecarboxylic acid ethyl ester). As a reaction SMILES: [CH2:1]([O:3][C:4]([C:6]1([C:9]2[CH:14]=[CH:13][C:12]([C:15]3[CH:20]=[CH:19][C:18]([C:21]4[O:25][N:24]=[C:23]([CH3:26])[C:22]=4[NH:27][C:28]4[CH:33]=[CH:32][CH:31]=[C:30](Br)[CH:29]=4)=[CH:17][CH:16]=3)=[CH:11][CH:10]=2)[CH2:8][CH2:7]1)=[O:5])[CH3:2].[CH3:35][N:36]([CH2:38][C:39]1[CH:44]=[CH:43][CH:42]=[CH:41][C:40]=1B(O)O)[CH3:37]>>[CH2:1]([O:3][C:4]([C:6]1([C:9]2[CH:14]=[CH:13][C:12]([C:15]3[CH:20]=[CH:19][C:18]([C:21]4[O:25][N:24]=[C:23]([CH3:26])[C:22]=4[NH:27][C:28]4[CH:29]=[C:30]([C:40]5[CH:41]=[CH:42][CH:43]=[CH:44][C:39]=5[CH2:38][N:36]([CH3:37])[CH3:35])[CH:31]=[CH:32][CH:33]=4)=[CH:17][CH:16]=3)=[CH:11][CH:10]=2)[CH2:8][CH2:7]1)=[O:5])[CH3:2]. Procedure: Prepared according to the procedure described in Example 42, Step 2, using 1-{4′-[4-(3-bromo-phenylamino)-3-methyl-isoxazol-5-yl]-biphenyl-4-yl}-cyclopropanecarboxylic acid ethyl ester and 2-(N,N-dimethylaminomethyl)-phenylboronic acid. Reactants: BrC1=CN=C2N1C=CC(=N2)C(F)(F)F (3-Bromo-7-trifluoromethylimidazo[1,2-α]pyrimidine), FC=1C=C(C=C(C1)B1OC(C(O1)(C)C)(C)C)C=1C(=CC=CC1)C#N (3′-fluoro-5′-(4,4,5,5-tetramethyl-[1,3,2]dioxaborolan-2-yl)biphenyl-2-carbonitrile). The product is FC=1C=C(C=C(C1)C1=CN=C2N1C=CC(=N2)C(F)(F)F)C=2C(=CC=CC2)C#N (3′-fluoro-5′-(7-trifluoromethylimidazo[1,2-α]pyrimidin-3-yl)biphenyl-2-carbonitrile). Reaction SMILES: Br[C:2]1[N:6]2[CH:7]=[CH:8][C:9]([C:11]([F:14])([F:13])[F:12])=[N:10][C:5]2=[N:4][CH:3]=1.[F:15][C:16]1[CH:17]=[C:18]([C:31]2[C:32]([C:37]#[N:38])=[CH:33][CH:34]=[CH:35][CH:36]=2)[CH:19]=[C:20](B2OC(C)(C)C(C)(C)O2)[CH:21]=1>>[F:15][C:16]1[CH:17]=[C:18]([C:31]2[C:32]([C:37]#[N:38])=[CH:33][CH:34]=[CH:35][CH:36]=2)[CH:19]=[C:20]([C:2]2[N:6]3[CH:7]=[CH:8][C:9]([C:11]([F:14])([F:13])[F:12])=[N:10][C:5]3=[N:4][CH:3]=2)[CH:21]=1. Reported procedure: 3-Bromo-7-trifluoromethylimidazo[1,2-α]pyrimidine was coupled with 3′-fluoro-5′-(4,4,5,5-tetramethyl-[1,3,2]dioxaborolan-2-yl)biphenyl-2-carbonitrile as described in Example 1 to give 3′-fluoro-5′-(7-trifluoromethylimidazo[1,2-α]pyrimidin-3-yl)biphenyl-2-carbonitrile as a yellow solid: δH (360 MHz, DMSO) 7.55 (1H, d, J 7), 7.62-7.69 (2H, m), 7.80-7.87 (4H, m), 8.03 (1H, d, J 8), 8.40 (1H, s), 9.47 (1H, d, J 7); m/z (ES+) 383 (M++H). Starting materials: ClC1=CC(=NC=2N1N=C(C2)C)NC(C2=CC=C(C=C2)C(C)(C)O)=O (N-(7-chloro-2-methylpyrazolo[1,5-a]pyrimidin-5-yl)-4-(2-hydroxypropan-2-yl)benzamide), Cl.C(CC)S(=O)(=O)N1CCNCC1 (1-(propylsulfonyl)piperazine hydrochloride), C(C)(C)N(C(C)C)CC (N,N-diisopropylethylamine), CN(C)C=O (DMF). The reagents and catalysts are CS(=O)C (DMSO). Solvent: CO (methanol). Product: OC(C)(C)C1=CC=C(C(=O)NC2=NC=3N(C(=C2)N2CCOCCC2)N=C(C3)C)C=C1 (4-(2-hydroxypropan-2-yl)-N-(2-methyl-7-(1,4-oxazepan-4-yl)pyrazolo[1,5-a]pyrimidin-5-yl)benzamide). Yield: 89.0%. RXN SMILES: Cl[C:2]1[N:7]2[N:8]=[C:9]([CH3:11])[CH:10]=[C:6]2[N:5]=[C:4]([NH:12][C:13](=[O:24])[C:14]2[CH:19]=[CH:18][C:17]([C:20]([OH:23])([CH3:22])[CH3:21])=[CH:16][CH:15]=2)[CH:3]=1.Cl.C(S(N1[CH2:37][CH2:36][NH:35][CH2:34][CH2:33]1)(=O)=O)CC.C(N(CC)C(C)C)(C)C.CN([CH:50]=[O:51])C>CS(C)=O.CO>[OH:23][C:20]([C:17]1[CH:18]=[CH:19][C:14]([C:13]([NH:12][C:4]2[CH:3]=[C:2]([N:35]3[CH2:36][CH2:37][CH2:50][O:51][CH2:33][CH2:34]3)[N:7]3[N:8]=[C:9]([CH3:11])[CH:10]=[C:6]3[N:5]=2)=[O:24])=[CH:15][CH:16]=1)([CH3:22])[CH3:21] |f:1.2|. Procedure: A solution of N-(7-chloro-2-methylpyrazolo[1,5-a]pyrimidin-5-yl)-4-(2-hydroxypropan-2-yl)benzamide (2F, 86 mg, 0.25 mmol), 1-(propylsulfonyl)piperazine hydrochloride (144 mg, 0.75 mmol), and N,N-diisopropylethylamine (116 mg, 0.90 mmol) in DMF (1.0 mL) was stirred at 100° C. for 2 h. After cooling to room temperature, the mixture was diluted with a few drops of DMSO and methanol, and was then purified by preparatory HPLC (30-30% MeCN/H2O gradient+0.01% TFA). Lyophilization of the combined fracti... Reactants: ClC1=CC=C(C=C1)C1=NN(C(N1C1CC1)=O)CC(=O)O ([3-(4-chlorophenyl)-4-cyclopropyl-5-oxo-4,5-dihydro-1H-1,2,4-triazol-1-yl]-acetic acid), CCN=C=NCCCN(C)C.Cl (EDC hydrochloride), FC(C=1C=C(C=CC1)C(C)(C)N)(F)F (2-[3-(trifluoromethyl)phenyl]propan-2-amine), C=1C=CC2=C(C1)N=NN2O (HOBt). The solvent is CN(C=O)C (dimethylformamide). Run at time 10 minute. Yields the product ClC1=CC=C(C=C1)C1=NN(C(N1C1CC1)=O)CC(=O)NC(C)(C1=CC(=CC=C1)C(F)(F)F)C (2-[3-(4-chlorophenyl)-4-cyclopropyl-5-oxo-4,5-dihydro-1H-1,2,4-triazol-1-yl]-N-{1-methyl-1-[3-(trifluoromethyl)phenyl]ethyl}acetamide). RXN SMILES: [Cl:1][C:2]1[CH:7]=[CH:6][C:5]([C:8]2[N:12]([CH:13]3[CH2:15][CH2:14]3)[C:11](=[O:16])[N:10]([CH2:17][C:18](O)=[O:19])[N:9]=2)=[CH:4][CH:3]=1.[F:21][C:22]([F:34])([F:33])[C:23]1[CH:24]=[C:25]([C:29]([NH2:32])([CH3:31])[CH3:30])[CH:26]=[CH:27][CH:28]=1.C1C=CC2N(O)N=NC=2C=1.CCN=C=NCCCN(C)C.Cl>CN(C)C=O>[Cl:1][C:2]1[CH:3]=[CH:4][C:5]([C:8]2[N:12]([CH:13]3[CH2:15][CH2:14]3)[C:11](=[O:16])[N:10]([CH2:17][C:18]([NH:32][C:29]([CH3:31])([C:25]3[CH:26]=[CH:27][CH:28]=[C:23]([C:22]([F:21])([F:33])[F:34])[CH:24]=3)[CH3:30])=[O:19])[N:9]=2)=[CH:6][CH:7]=1 |f:3.4|. Procedure: 70.0 mg (0.238 mmol) of [3-(4-chlorophenyl)-4-cyclopropyl-5-oxo-4,5-dihydro-1H-1,2,4-triazol-1-yl]-acetic acid from Example 88A and 53.3 mg (0.262 mmol) of 1-methyl-1-[(3-trifluoromethyl)-phenyl]ethylamine from Example 1A are placed in 2 ml of dimethylformamide and treated with 38.6 mg (0.286 mmol) of HOBt. After 10 mins' stirring, 59.4 mg (0.310 mmol) of EDC hydrochloride are added and the mixture is stirred overnight at room temperature. For the workup, the reaction mixture is partitioned betw...